From a dataset of the Open Reaction Database (ORD), a public repository of structured organic reaction records. describe an organic reaction: reactants, conditions, products, and yield Reactants: C(CCCCC)O (1-hexanol), Nylon 6, COCC(=O)O (methoxyacetic acid), carboxylic acid, CO (methanol). Reaction conditions: temperature 300 celsius. Product: OCCCCCC(=O)OC (methyl 6-hydroxycaproate). As a reaction SMILES: CO[CH2:3][C:4]([OH:6])=[O:5].[CH2:7]([OH:13])[CH2:8][CH2:9][CH2:10]CC.[CH3:14]O>>[OH:13][CH2:7][CH2:8][CH2:9][CH2:10][CH2:3][C:4]([O:6][CH3:14])=[O:5]. Reported procedure: Nylon 6 (0.1 g), methoxyacetic acid as a carboxylic acid (0.45 g) and methanol (3.0 g) were added to a 10 mL volume reactor equipped with a tube (outer diameter: ⅜ inches, inner diameter: 7.53 mm, length: 23 cm), nitrogen substitution was conducted at room temperature, and the reactor was sealed. The reactor was put into an electric furnace heated to 300° C. (pressure: 16.3 MPa), and the change over time was measured. In the measurement, the obtained reaction mixture and 1-hexanol as an internal... The reactants are C(=O)([O-])[O-].[K+].[K+] (K2CO3), O (water), BrCCC1=CC=CC=C1 ((2-bromoethyl)benzene), C(C)(C)(C)OC(=O)N1C[C@H](CCC1)N(C(CC)=O)C1=CC=CC=C1 (3(S)-(Phenyl-propionyl-amino)-piperidine-1-carboxylic acid tert-butyl ester). The solvent is C(=O)(C(F)(F)F)O.C(Cl)Cl (TFA CH2Cl2), C(=O)(O)[O-].[Na+] (NaHCO3). Conditions: temperature 70 celsius, time 1 hour. The product is C(CC1=CC=CC=C1)N1C[C@H](CCC1)N(C(CC)=O)C1=CC=CC=C1 ((S)-N-(1-Phenethyl-piperidin-3-yl)-N-phenyl-propioamide). Reaction SMILES: C(O[C:6]([N:8]1[CH2:13][CH2:12][CH2:11][C@H:10]([N:14]([C:19]2[CH:24]=[CH:23][CH:22]=[CH:21][CH:20]=2)[C:15](=[O:18])[CH2:16][CH3:17])[CH2:9]1)=O)(C)(C)C.C([O-])([O-])=O.[K+].[K+].O.BrC[CH2:34][C:35]1[CH:40]=[CH:39][CH:38]=[CH:37][CH:36]=1>C(O)(C(F)(F)F)=O.C(Cl)Cl.C([O-])(O)=O.[Na+]>[CH2:6]([N:8]1[CH2:13][CH2:12][CH2:11][C@H:10]([N:14]([C:19]2[CH:20]=[CH:21][CH:22]=[CH:23][CH:24]=2)[C:15](=[O:18])[CH2:16][CH3:17])[CH2:9]1)[CH2:34][C:35]1[CH:40]=[CH:39][CH:38]=[CH:37][CH:36]=1 |f:1.2.3,6.7,8.9|. Procedure details: 3(S)-(Phenyl-propionyl-amino)-piperidine-1-carboxylic acid tert-butyl ester (168) (100 mg) was dissolved in a mixture of TFA-CH2Cl2 (1 ml, 20%) and stirred for 1 hr. After removal of solvent, the residue was dried under vacuum for 30 min and dissolved in 5 ml of CH2Cl2, washed with sat. K2CO3, dried (Na2SO4), filtered. After evaporation of the solvent, the residue was dissolved in CH3CN (1 ml). Then K2CO3 (125 mg, 3 eq), water (1 ml) and (2-bromoethyl)benzene (0.05 ml, 1.2 eq) was added. The mix...